From a dataset of the Open Reaction Database (ORD), a public repository of structured organic reaction records. describe an organic reaction: reactants, conditions, products, and yield Yields the product COCOc1ccccc1C(O)CC1CC=CC(=O)CCC1. Reaction SMILES: [CH3:1][O:2][c:3]1[cH:4][cH:5][c:6]([CH2:7][O:8][CH:9]([CH2:10][CH:11]2[CH2:12][CH:13]=[CH:14][C:15](=[O:19])[CH2:16][CH2:17][CH2:18]2)[c:20]2[c:21]([O:26][CH2:27][O:28][CH3:29])[cH:22][cH:23][cH:24][cH:25]2)[cH:30][cH:31]1.[Cl:32][C:33]1=[C:44]([Cl:45])[C:42](=[O:43])[C:39]([C:40]#[N:41])=[C:36]([C:37]#[N:38])[C:34]1=[O:35].[Cl:46][CH2:47][Cl:48].[O-:49][P:50](=[O:51])([O-:52])[O-:53]>>[OH:8][CH:9]([CH2:10][CH:11]1[CH2:12][CH:13]=[CH:14][C:15](=[O:19])[CH2:16][CH2:17][CH2:18]1)[c:20]1[c:21]([O:26][CH2:27][O:28][CH3:29])[cH:22][cH:23][cH:24][cH:25]1. Starting materials: COCOc1ccccc1C(CC1CC=CC(=O)CCC1)OCc1ccc(OC)cc1, N#CC1=C(C#N)C(=O)C(Cl)=C(Cl)C1=O, ClCCl, O=P([O-])([O-])[O-].